This data is from the Open Reaction Database (ORD), a public repository of structured organic reaction records. The task is: describe an organic reaction: reactants, conditions, products, and yield The reactants are CC(C)O, O=C(O)c1ccc(C(F)(F)F)cc1O, CC(C)(C)OC(=O)N=NC(=O)OC(C)(C)C, [Na+], C1CCOC1, [OH-], c1ccc(P(c2ccccc2)c2ccccc2)cc1. The product is CC(C)Oc1cc(C(F)(F)F)ccc1C(=O)O. Reaction SMILES: [CH3:15][CH:16]([CH3:17])[OH:18].[F:1][C:2]([c:3]1[cH:4][c:5]([OH:12])[c:6]([C:7](=[O:8])[OH:9])[cH:10][cH:11]1)([F:13])[F:14].[N:38]([C:39]([O:40][C:41]([CH3:42])([CH3:43])[CH3:44])=[O:45])=[N:46][C:47]([O:48][C:49]([CH3:50])([CH3:51])[CH3:52])=[O:53].[Na+:55].[O:56]1[CH2:57][CH2:58][CH2:59][CH2:60]1.[OH-:54].[c:19]1([P:20]([c:21]2[cH:22][cH:23][cH:24][cH:25][cH:26]2)[c:27]2[cH:28][cH:29][cH:30][cH:31][cH:32]2)[cH:33][cH:34][cH:35][cH:36][cH:37]1>>[F:1][C:2]([c:3]1[cH:4][c:5]([O:12][CH:16]([CH3:15])[CH3:17])[c:6]([C:7](=[O:8])[OH:9])[cH:10][cH:11]1)([F:13])[F:14]. Starting materials: COC(=O)C=1C=CC(=NC1)Br (2-bromopyridine-5-carboxylic acid methyl ester), N1CCNCC1 (piperazine). The solvent is C(C)#N (acetonitrile). Yields the product COC(=O)C=1C=CC(=NC1)N1CCNCC1 (2-(1-piperazinyl)-5-pyridinecarboxylic acid methyl ester). Isolated yield 55.6%. Reaction SMILES: [CH3:1][O:2][C:3]([C:5]1[CH:6]=[CH:7][C:8](Br)=[N:9][CH:10]=1)=[O:4].[NH:12]1[CH2:17][CH2:16][NH:15][CH2:14][CH2:13]1>C(#N)C>[CH3:1][O:2][C:3]([C:5]1[CH:6]=[CH:7][C:8]([N:12]2[CH2:17][CH2:16][NH:15][CH2:14][CH2:13]2)=[N:9][CH:10]=1)=[O:4]. Reported procedure: A mixture of 2-bromopyridine-5-carboxylic acid methyl ester (1.40 g, 6.5 mmol) and piperazine (5.59 g, 65 mmol) was dissolved in acetonitrile (50 ml) and heated at reflux temperature for 2.5 h. The reaction mixture was concentrated in vacuo, dissolved in dichloromethane (50 ml) and extracted with water (3×50 ml). The organic solution was dried (MgSO4) and evaporated in vacuo, affording 0.80 g (56%) of 2-(1-piperazinyl)-5-pyridinecarboxylic acid methyl ester. The reactants are NC=1C=CC(=C(C1)[C@]1(N=C(OC[C@@H]1F)N)CF)F ((4S,5R)-4-(5-amino-2-fluoro-phenyl)-5-fluoro-4-fluoromethyl-5,6-dihydro-4H-[1,3]oxazin-2-ylamine), C(#N)C=1C=CC(=NC1)C(=O)O (5-cyano-pyridine-2-carboxylic acid). RXN SMILES: [NH2:1][C:2]1[CH:3]=[CH:4][C:5]([F:18])=[C:6]([C@:8]2([CH2:16][F:17])[C@@H:13]([F:14])[CH2:12][O:11][C:10]([NH2:15])=[N:9]2)[CH:7]=1.[C:19]([C:21]1[CH:22]=[CH:23][C:24]([C:27](O)=[O:28])=[N:25][CH:26]=1)#[N:20]>>[NH2:15][C:10]1[O:11][CH2:12][C@H:13]([F:14])[C@:8]([C:6]2[CH:7]=[C:2]([NH:1][C:27]([C:24]3[CH:23]=[CH:22][C:21]([C:19]#[N:20])=[CH:26][N:25]=3)=[O:28])[CH:3]=[CH:4][C:5]=2[F:18])([CH2:16][F:17])[N:9]=1. Procedure details: The condensation of (4S,5R)-4-(5-amino-2-fluoro-phenyl)-5-fluoro-4-fluoromethyl-5,6-dihydro-4H-[1,3]oxazin-2-ylamine (A8.5) and 5-cyano-pyridine-2-carboxylic acid following procedure I yielded the title compound as a light yellow solid. MS (ISP): m/z=390.2 [M+H]+. Yields the product NC=1OC[C@@H]([C@@](N1)(CF)C=1C=C(C=CC1F)NC(=O)C1=NC=C(C=C1)C#N)F (5-Cyano-pyridine-2-carboxylic acid [3-((4S,5R)-2-amino-5-fluoro-4-fluoromethyl-5,6-dihydro-4H-[1,3]oxazin-4-yl)-4-fluoro-phenyl]-amide). The reactants are [H-].[Na+] (sodium hydride), C1(CCCC1)C1=NC(C(NC2=C1C=CC=C2)=O)NC(=O)OCC2=CC=CC=C2 (5-cyclopentyl-1,3-dihydro-3(R,S)-[(benzyloxycarbonyl)amino]-2H-1,4-benzodiazepin-2-one), ICCC (Iodopropane). Solvent: CN(C=O)C (dimethylformamide). Reaction conditions: time 1 hour. Product: C1(CCCC1)C1=NC(C(N(C2=C1C=CC=C2)CCC)=O)NC(=O)OCC2=CC=CC=C2 (5-Cyclopentyl-1,3-dihydro-1-propyl-3(R,S)-[-(benzyloxycarbonyl)amino]-2H-1,4-benzodiazepin-2-one). Yield: 82.5%. As a reaction SMILES: [CH:1]1([C:6]2[C:12]3[CH:13]=[CH:14][CH:15]=[CH:16][C:11]=3[NH:10][C:9](=[O:17])[CH:8]([NH:18][C:19]([O:21][CH2:22][C:23]3[CH:28]=[CH:27][CH:26]=[CH:25][CH:24]=3)=[O:20])[N:7]=2)[CH2:5][CH2:4][CH2:3][CH2:2]1.[H-].[Na+].I[CH2:32][CH2:33][CH3:34]>CN(C)C=O>[CH:1]1([C:6]2[C:12]3[CH:13]=[CH:14][CH:15]=[CH:16][C:11]=3[N:10]([CH2:32][CH2:33][CH3:34])[C:9](=[O:17])[CH:8]([NH:18][C:19]([O:21][CH2:22][C:23]3[CH:24]=[CH:25][CH:26]=[CH:27][CH:28]=3)=[O:20])[N:7]=2)[CH2:5][CH2:4][CH2:3][CH2:2]1 |f:1.2|. Procedure details: To a solution of 5-cyclopentyl-1,3-dihydro-3(R,S)-[(benzyloxycarbonyl)amino]-2H-1,4-benzodiazepin-2-one [Example 5, Step 3] (1.48 g, 3.93 mmol) in anhydrous dimethylformamide (40 ml), cooled in an ice bath, was added sodium hydride (60% dispersion in oil, 173 mg, 4.33 mmol) and the resulting mixture stirred under nitrogen for 1 h. Iodopropane (0.46 ml, 4.72 mmol) was then added and the mixture stirred at room temperature for 3 h. The solvent was evaporated and the residue partitioned between dic... Reactants: N1N=NC(=C1)CCCCCC(=O)NC1CCN(CC1)C(=O)OC(C)(C)C (Tert-butyl 4-(6-(1H-1,2,3-triazol-4-yl)hexanamido)piperidine-1-carboxylate), Cl (HCl). Run in O1CCOCC1 (1,4-dioxane), O1CCOCC1 (dioxane). Reaction conditions: time 3 hour. Product: N1CCC(CC1)NC(CCCCCC=1N=NNC1)=O (N-(Piperidin-4-yl)-6-(1H-1,2,3-triazol-4-yl)hexanamide), hydrochloride salt. Reaction SMILES: [NH:1]1[CH:5]=[C:4]([CH2:6][CH2:7][CH2:8][CH2:9][CH2:10][C:11]([NH:13][CH:14]2[CH2:19][CH2:18][N:17](C(OC(C)(C)C)=O)[CH2:16][CH2:15]2)=[O:12])[N:3]=[N:2]1.Cl>O1CCOCC1>[NH:17]1[CH2:16][CH2:15][CH:14]([NH:13][C:11](=[O:12])[CH2:10][CH2:9][CH2:8][CH2:7][CH2:6][C:4]2[N:3]=[N:2][NH:1][CH:5]=2)[CH2:19][CH2:18]1. Reported procedure: Tert-butyl 4-(6-(1H-1,2,3-triazol-4-yl)hexanamido)piperidine-1-carboxylate (135 mg, 0.369 mmol) in 1,4-dioxane (1.2 ml) was treated with 4M HCl in dioxane (1.8 ml, 7.39 mmol). The reaction mixture was allowed to stir at RT for 3 hours. Concentration yielded the title compound as a hydrochloride salt. Starting materials: COC(C1=CC=C(C=C1)O)=O (methyl-4-hydroxybenzoate), allylated phenol, C1=CC(=CC=C1Cl)Cl (dichlorobenzene). Yields the product COC(C1=CC(=C(C=C1)O)CCC)=O (Methyl-4-hydroxy-3-n-propylbenzoate). Reaction SMILES: [CH3:1][O:2][C:3](=[O:11])[C:4]1[CH:9]=[CH:8][C:7]([OH:10])=[CH:6][CH:5]=1.[CH:12]1[C:17](Cl)=CC=C(Cl)[CH:13]=1>>[CH3:1][O:2][C:3](=[O:11])[C:4]1[CH:9]=[CH:8][C:7]([OH:10])=[C:6]([CH2:13][CH2:12][CH3:17])[CH:5]=1. Procedure: The synthesis begins with the allylation of readily available methyl-4-hydroxybenzoate (Scheme 1). The allylated phenol is then thermally rearranged in dichlorobenzene and subsequently hydrogenated to provide the desired Methyl-4-hydroxy-3-n-propylbenzoate in good overall yield. ##STR27## Starting materials: ClC1=NC2=CC=CC=C2C(=N1)N (2-Chloroquinazolin-4-amine), O(C)N (methoxylamine). The product is CONC1=NC2=CC=CC=C2C(=N1)N (2-(Methoxyamino)quinazolin-4-amine). RXN SMILES: Cl[C:2]1[N:11]=[C:10]([NH2:12])[C:9]2[C:4](=[CH:5][CH:6]=[CH:7][CH:8]=2)[N:3]=1.[O:13]([NH2:15])[CH3:14]>>[CH3:14][O:13][NH:15][C:2]1[N:11]=[C:10]([NH2:12])[C:9]2[C:4](=[CH:5][CH:6]=[CH:7][CH:8]=2)[N:3]=1. Procedure: Prepared as in Example 42 from 2-chloroquinazolin-4-amine (Example 38) and methoxylamine. 1H NMR (400 MHz, DMSO-d6) δ3.79 (s, 3H), 7.48-7.44 (m, 1H), 7.86-7.80 (m, 2H), 8.27 (d, J=8.0 Hz, 1H), 8.99 (s, 1H), 9.16 (s, 1H), 12.39-12.08 (m, 1H). MS 191 (MH+). Reactants: CCCN(CCC)CCCSC(=N)N, Cl, Cl, [Na+], [OH-], O. Product: CCCN(CCC)CCCS, Cl. RXN SMILES: [CH2:5]([CH2:6][CH3:7])[N:8]([CH2:9][CH2:10][CH2:11][S:12][C:13](=[NH:14])[NH2:15])[CH2:16][CH2:17][CH3:18].[ClH:3].[ClH:4].[Na+:2].[OH-:1].[OH2:19]>>[CH2:5]([CH2:6][CH3:7])[N:8]([CH2:9][CH2:10][CH2:11][SH:12])[CH2:16][CH2:17][CH3:18].[ClH:3]. The yield is 89.1%. The product is N1(CCCCC1)CCN1N=CC=2C1=CC=1N=C(C=NC1C2)C2=CC(=C(C=C2)OC)F (1-(2-piperdin-1-ylethyl)-7-(3-fluoro-4-methoxyphenyl)-1H-pyrazolo[3,4-g]quinoxaline). Procedure: A mixture of 1-(2-tosyloxyethyl)-7-(3-fluoro-4-methoxyphenyl)-1H-pyrazolo[3,4-g]quinoxaline (0.3 g), piperdine (0.11 g) and 20 ml of anhydrous DMF is stirred at room temperature overnight. The mixture is heated to gentle reflux for 21/2 hours. After cooling, it is poured into water and the precipitate is filtered, washed with water and air dried. This is then purified by chromatography using (3:7-1:9) methylene chloride in ethylacetate as eluent. 0.220 g of desired product to obtain 1-(2-piperdi... RXN SMILES: S(O[CH2:12][CH2:13][N:14]1[C:18]2=[CH:19][C:20]3[N:21]=[C:22]([C:27]4[CH:32]=[CH:31][C:30]([O:33][CH3:34])=[C:29]([F:35])[CH:28]=4)[CH:23]=[N:24][C:25]=3[CH:26]=[C:17]2[CH:16]=[N:15]1)(C1C=CC(C)=CC=1)(=O)=O.[NH:36]1[CH2:41][CH2:40][CH2:39][CH2:38][CH2:37]1.CN(C=O)C>O>[N:36]1([CH2:12][CH2:13][N:14]2[C:18]3=[CH:19][C:20]4[N:21]=[C:22]([C:27]5[CH:32]=[CH:31][C:30]([O:33][CH3:34])=[C:29]([F:35])[CH:28]=5)[CH:23]=[N:24][C:25]=4[CH:26]=[C:17]3[CH:16]=[N:15]2)[CH2:41][CH2:40][CH2:39][CH2:38][CH2:37]1. Reactants: S(=O)(=O)(C1=CC=C(C)C=C1)OCCN1N=CC=2C1=CC=1N=C(C=NC1C2)C2=CC(=C(C=C2)OC)F (1-(2-tosyloxyethyl)-7-(3-fluoro-4-methoxyphenyl)-1H-pyrazolo[3,4-g]quinoxaline), N1CCCCC1 (piperdine), CN(C)C=O (DMF). Run at time 8 hour. Solvent: O (water).